This data is from the Open Reaction Database (ORD), a public repository of structured organic reaction records. The task is: describe an organic reaction: reactants, conditions, products, and yield Reactants: [Mg] (magnesium), C1CCOC1 (THF), BrC1=C(C=CC=C1)C (2-bromotoluene). Run at time 1 hour. Yields the product C1(=C(C=CC=C1)C1(OCCC1)C1=C(C=CC=C1)C)C (2,2-Di-(2-tolyl)-tetrahydrofuran). As a reaction SMILES: [Mg].Br[C:3]1[CH:8]=[CH:7][CH:6]=[CH:5][C:4]=1[CH3:9].[CH2:10]1[CH2:14][O:13][CH2:12][CH2:11]1>>[C:4]1([CH3:9])[CH:5]=[CH:6][CH:7]=[CH:8][C:3]=1[C:12]1([C:3]2[CH:8]=[CH:7][CH:6]=[CH:5][C:4]=2[CH3:9])[CH2:11][CH2:10][CH2:14][O:13]1. Procedure details: To a suspension of magnesium turnings (33 g) in dry THF (150 mL) was added 2-bromotoluene (4 mL). The reaction mixture was heated to reflux and an exotermic reaction started. The heating mantle was removed and 2-bromotoluene (137 mL) in dry THF (500 mL) was added dropwise over an hour at reflux temperature (exotermic reaction). The resulting reaction mixture was boiled under reflux for additionally 1.5 hrs. The mixture was cooled to room temperature and excess Mg was filtered off in an inert atm... Starting materials: C(C)I (Ethyl iodide), O1CCOC2=C1C=CC(=C2)CN[C@@H]2CC[C@H](CC2)COC(=O)C=2C=NC1=CC=C(C=C1C2)OC (6-methoxy-quinoline-3-carboxylic acid trans-4-[(2,3-dihydro-benzo[1,4]dioxin-6-ylmethyl)-amino]-cyclohexylmethyl ester). The reagents and catalysts are [Ag]=O (silver oxide). The solvent is CN(C=O)C (N,N-dimethylformamide). Reaction conditions: time 4 hour. Product: O1CCOC2=C1C=CC(=C2)CN([C@@H]2CC[C@H](CC2)COC(=O)C=2C=NC1=CC=C(C=C1C2)OC)CC (6-methoxy-quinoline-3-carboxylic acid trans-4-[(2,3-dihydro-benzo[1,4]dioxin-6-ylmethyl)-ethyl-amino]-cyclohexylmethyl ester). As a reaction SMILES: [CH2:1](I)[CH3:2].[O:4]1[C:9]2[CH:10]=[CH:11][C:12]([CH2:14][NH:15][C@H:16]3[CH2:21][CH2:20][C@H:19]([CH2:22][O:23][C:24]([C:26]4[CH:27]=[N:28][C:29]5[C:34]([CH:35]=4)=[CH:33][C:32]([O:36][CH3:37])=[CH:31][CH:30]=5)=[O:25])[CH2:18][CH2:17]3)=[CH:13][C:8]=2[O:7][CH2:6][CH2:5]1>CN(C)C=O.[Ag]=O>[O:4]1[C:9]2[CH:10]=[CH:11][C:12]([CH2:14][N:15]([CH2:1][CH3:2])[C@H:16]3[CH2:21][CH2:20][C@H:19]([CH2:22][O:23][C:24]([C:26]4[CH:27]=[N:28][C:29]5[C:34]([CH:35]=4)=[CH:33][C:32]([O:36][CH3:37])=[CH:31][CH:30]=5)=[O:25])[CH2:18][CH2:17]3)=[CH:13][C:8]=2[O:7][CH2:6][CH2:5]1. Procedure: Ethyl iodide (51 μL, 0.63 mmol, 8.0 eq) is added at room temperature to a stirred solution of 6-methoxy-quinoline-3-carboxylic acid trans-4-[(2,3-dihydro-benzo[1,4]dioxin-6-ylmethyl)-amino]-cyclohexylmethyl ester (37 mg, 0.08 mmol, 1.0 eq) in N,N-dimethylformamide (0.5 mL), followed by silver oxide (73 mg, 0.31 mmol, 4.0 eq). After 4 hours stirring at room temperature, the reaction mixture is filtered through decalite and the mother liquid is concentrated to give a residue that is purified by pr... Reactants: COc1ccc([N+](=O)[O-])cc1Br, CC(=O)O, [Fe], O. Yields the product COc1ccc(N)cc1Br. Reaction SMILES: [Br:1][c:2]1[cH:3][c:4]([N+:10]([O-:11])=[O:12])[cH:5][cH:6][c:7]1[O:8][CH3:9].[CH3:14][C:15](=[O:16])[OH:17].[Fe:18].[OH2:13]>>[Br:1][c:2]1[cH:3][c:4]([NH2:10])[cH:5][cH:6][c:7]1[O:8][CH3:9]. Starting materials: Cc1cncc(C(Br)C(Br)c2cccc(F)c2)n1, C1CCC2=NCCCN2CC1, C1CCOC1, CCCCCC, CCOC(C)=O. Yields the product Cc1cncc(C#Cc2cccc(F)c2)n1. RXN SMILES: [Br:1][CH:2]([CH:3]([c:4]1[cH:5][c:6]([F:10])[cH:7][cH:8][cH:9]1)[Br:11])[c:12]1[n:13][c:14]([CH3:18])[cH:15][n:16][cH:17]1.[CH2:19]1[CH2:20][CH2:21][C:22]2=[N:27][CH2:26][CH2:25][CH2:24][N:23]2[CH2:28][CH2:29]1.[CH2:42]1[O:43][CH2:44][CH2:45][CH2:46]1.[CH3:30][CH2:31][CH2:32][CH2:33][CH2:34][CH3:35].[CH3:36][CH2:37][O:38][C:39](=[O:40])[CH3:41]>>[C:2](#[C:3][c:4]1[cH:5][c:6]([F:10])[cH:7][cH:8][cH:9]1)[c:12]1[n:13][c:14]([CH3:18])[cH:15][n:16][cH:17]1. Starting materials: Cc1ccc(CC(C)C(=O)O)s1, ClCCCl, O. Yields the product Cc1cc2c(s1)CC(C)C2=O. Reaction SMILES: [CH3:1][CH:2]([C:3](=[O:4])[OH:5])[CH2:6][c:7]1[s:8][c:9]([CH3:12])[cH:10][cH:11]1.[Cl:14][CH2:15][CH2:16][Cl:17].[OH2:13]>>[CH3:1][CH:2]1[C:3](=[O:5])[c:11]2[c:7]([s:8][c:9]([CH3:12])[cH:10]2)[CH2:6]1.